This data is from the Open Reaction Database (ORD), a public repository of structured organic reaction records. The task is: describe an organic reaction: reactants, conditions, products, and yield Reactants: N1=CN=CC(=C1)CCC(=O)OCC (ethyl 3-(5-pyrimidyl)propionate), C(=O)OCC (ethyl formate), [H-].[Na+] (sodium hydride). Solvent: C(OC)COC (dimethoxyethane), COCCOC (DME), C(C)(=O)OCC (ethyl acetate). Run at time 24 hour. Product: C(=O)C(C(=O)OCC)CC=1C=NC=NC1 (ethyl 2-formyl-3-(5-pyrimidyl)propionate). As a reaction SMILES: [N:1]1[CH:6]=[C:5]([CH2:7][CH2:8][C:9]([O:11][CH2:12][CH3:13])=[O:10])[CH:4]=[N:3][CH:2]=1.[CH:14](OCC)=[O:15].[H-].[Na+]>C(COC)OC.C(OCC)(=O)C>[CH:14]([CH:8]([CH2:7][C:5]1[CH:6]=[N:1][CH:2]=[N:3][CH:4]=1)[C:9]([O:11][CH2:12][CH3:13])=[O:10])=[O:15] |f:2.3|. Procedure details: Mixture of ethyl 3-(5-pyrimidyl)propionate (2.28 g) and ethyl formate (1.41 ml) dissolved in dry dimethoxyethane (5 ml) was added dropwise over 30 min to a suspension of sodium hydride (60%, 4.0 g) in DME (5 ml) under nitrogen, keeping the temperature below 0° C. Stirring was continued for a further 24 h, then the mixture was poured onto ice and washed with ether. The aqueous layer was adjusted to pH 7, then evaporated and the residue extracted with acetone. Filtration and evaporation gave crude... Starting materials: OC1CCC(C2=CC=CC=C12)N (1,2,3,4-tetrahydro-4-hydroxy-1-naphthylamine), CN=C=O (methyl isocyanate). Yields the product CNC(=O)NC1CCC(C2=CC=CC=C12)O (1-methyl-3-(1,2,3,4-tetrahydro-4-hydroxy-1-naphthyl)urea). Reaction SMILES: [OH:1][CH:2]1[C:11]2[C:6](=[CH:7][CH:8]=[CH:9][CH:10]=2)[CH:5]([NH2:12])[CH2:4][CH2:3]1.[CH3:13][N:14]=[C:15]=[O:16]>>[CH3:13][NH:14][C:15]([NH:12][CH:5]1[C:6]2[C:11](=[CH:10][CH:9]=[CH:8][CH:7]=2)[CH:2]([OH:1])[CH2:3][CH2:4]1)=[O:16]. Reported procedure: Similarly, 1,2,3,4-tetrahydro-4-hydroxy-1-naphthylamine is allowed to react with an equivalent amount of methyl isocyanate to afford 1-methyl-3-(1,2,3,4-tetrahydro-4-hydroxy-1-naphthyl)urea, m.p. 172° C. to 180° C. Starting materials: ClC1=CC=C(C=C1)C=1C=C(C=NC1OCC(F)(F)F)C(=O)O (5-(4-chlorophenyl)-6-(2,2,2-trifluoroethoxy)-3-pyridinecarboxylic acid), FC(C(=O)O)(F)F.C(C)(C)(C)[SiH2]OC(C1CCN(CC1)N)(C)C (4-(t-butyl-dimethyl-silanyloxymethyl)-piperidin-1-ylamine trifluoroacetate), silyl. RXN SMILES: [Cl:1][C:2]1[CH:7]=[CH:6][C:5]([C:8]2[CH:9]=[C:10]([C:20]([OH:22])=O)[CH:11]=[N:12][C:13]=2[O:14][CH2:15][C:16]([F:19])([F:18])[F:17])=[CH:4][CH:3]=1.F[C:24](F)(F)[C:25]([OH:27])=O.C([SiH2]OC(C)(C)[CH:37]1[CH2:42][CH2:41][N:40]([NH2:43])[CH2:39][CH2:38]1)(C)(C)C>>[Cl:1][C:2]1[CH:7]=[CH:6][C:5]([C:8]2[CH:9]=[C:10]([C:20]([NH:43][N:40]3[CH2:41][CH2:42][CH:37]([CH2:24][CH2:25][OH:27])[CH2:38][CH2:39]3)=[O:22])[CH:11]=[N:12][C:13]=2[O:14][CH2:15][C:16]([F:19])([F:18])[F:17])=[CH:4][CH:3]=1 |f:1.2|. Yields the product ClC1=CC=C(C=C1)C=1C=C(C=NC1OCC(F)(F)F)C(=O)NN1CCC(CC1)CCO (5-(4-Chlorophenyl)-N-(4-(2-hydroxyethyl)piperidin-1-yl)-6-(2,2,2-trifluoroethoxy)-3-pyridinecarboxamide). Procedure: The title compound was synthesized in analogy to Example 1 using 5-(4-chlorophenyl)-6-(2,2,2-trifluoroethoxy)-3-pyridinecarboxylic acid (CAN 1018782-82-5) and 4-(t-butyl-dimethyl-silanyloxymethyl)-piperidin-1-ylamine trifluoroacetate (1:1) as starting materials; the silyl protecting group was lost during reaction and work-up; LC-MS (UV peak area/ESI) 96.6%, 444.1292 (M+H)+. The reactants are solution, CN (methylamine), CO (methanol), CN(CCCN=C=NCC)C (1-(3-dimethylaminopropyl)-3-ethylcarbodiimide), FC1=CC=C(C=C1)CCCC(=O)O (4-(4-fluorophenyl)butyric acid), ON1N=NC2=C1C=CC=C2 (1-hydroxybenzotriazole). The solvent is C(C)(=O)OCC (ethyl acetate), CN(C=O)C (N,N-dimethylformamide), C(Cl)Cl (DCM). Reaction conditions: temperature 0 celsius, time 20 minute. Yields the product FC1=CC=C(C=C1)CCCC(=O)NC (4-(4-fluorophenyl)-N-methylbutyramide). Yield: 18.4%. Reaction SMILES: [CH3:1][N:2](C)CCCN=C=NCC.[F:12][C:13]1[CH:18]=[CH:17][C:16]([CH2:19][CH2:20][CH2:21][C:22]([OH:24])=O)=[CH:15][CH:14]=1.ON1C2C=CC=CC=2N=N1.CN.CO>CN(C)C=O.C(Cl)Cl.C(OCC)(=O)C>[F:12][C:13]1[CH:18]=[CH:17][C:16]([CH2:19][CH2:20][CH2:21][C:22]([NH:2][CH3:1])=[O:24])=[CH:15][CH:14]=1. Procedure: At 0° C., 1-(3-dimethylaminopropyl)-3-ethylcarbodiimide (6.99 g, 36.5 mmol) was added to a solution of crude 4-(4-fluorophenyl)butyric acid (6.64 g, 36.5 mmol) and 1-hydroxybenzotriazole (4.92 g, 36.5 mmol) in N,N-dimethylformamide (50 ml) and DCM (50 ml). The reaction mixture was stirred for 20 min at 0° C. An 8.0 M solution of methylamine in methanol (91 ml. 729 mmol) was added. The reaction mixture was stirred for 16 hours, while it was warming up to room temperature. It was diluted with ethy... Reactants: ClC=1C(=CC2=C(SC(C2O)C2=CC=CC=C2)C1Cl)OC (6,7-dichloro-2,3-dihydro-3-hydroxy-5-methoxy-2-phenylbenzo[b]thiophene), B(F)(F)F.CCOCC (boron trifluoride etherate), glacial acid. Run in O (water), [OH-].[Na+] (sodium hydroxide). The product is ClC=1C(=CC2=C(SC(=C2)C2=CC=CC=C2)C1Cl)OC (6,7-dichloro-5-methoxy-2-phenylbenzo[b]thiophene). Isolated yield 30.7%. As a reaction SMILES: [Cl:1][C:2]1[C:3]([O:19][CH3:20])=[CH:4][C:5]2[CH:9](O)[CH:8]([C:11]3[CH:16]=[CH:15][CH:14]=[CH:13][CH:12]=3)[S:7][C:6]=2[C:17]=1[Cl:18].B(F)(F)F.CCOCC>O.[OH-].[Na+]>[Cl:1][C:2]1[C:3]([O:19][CH3:20])=[CH:4][C:5]2[CH:9]=[C:8]([C:11]3[CH:16]=[CH:15][CH:14]=[CH:13][CH:12]=3)[S:7][C:6]=2[C:17]=1[Cl:18] |f:1.2,4.5|. Reported procedure: A mixture of 5.0 g of 6,7-dichloro-2,3-dihydro-3-hydroxy-5-methoxy-2-phenylbenzo[b]thiophene, 10 ml of boron trifluoride etherate and 20 ml of glacial acid is refluxed for 1 hour. The mixture is cooled, diluted with water and basified with dil sodium hydroxide solution. Extraction with dichloromethane followed by column chromatography over silica (50% dichloromethane in hexane) gives 1.45 g of 6,7-dichloro-5-methoxy-2-phenylbenzo[b]thiophene, mp 144°-145°. The reactants are C(=O)(O)[O-].[Na+] (NaHCO3), OC[C@@H]1C[C@@H](CC1)NC(CC(C)(C)C)=O (N-((1R,3S)-3-(hydroxymethyl)cyclopentyl)-3,3-dimethylbutanamide), C(Cl)Cl (DCM), CC1=CC=C(C=C1)S(=O)(=O)Cl (4-methylbenzene-1-sulfonyl chloride). Reaction conditions: temperature 0 celsius. Yields the product CC1=CC=C(C=C1)S(=O)(=O)OC[C@@H]1C[C@@H](CC1)NC(=O)OC(C)(C)C (((1S,3R)-3-(tert-butoxycarbonylamino)cyclopentyl)methyl 4-methylbenzenesulfonate). Reaction SMILES: [OH:1][CH2:2][C@H:3]1[CH2:7][CH2:6][C@@H:5]([NH:8]C(=O)CC(C)(C)C)[CH2:4]1.C(Cl)Cl.[CH3:19][C:20]1[CH:25]=[CH:24][C:23]([S:26](Cl)(=[O:28])=[O:27])=[CH:22][CH:21]=1.[C:30]([O-:33])(O)=[O:31].[Na+]>>[CH3:19][C:20]1[CH:25]=[CH:24][C:23]([S:26]([O:1][CH2:2][C@H:3]2[CH2:7][CH2:6][C@@H:5]([NH:8][C:30]([O:33][C:3]([CH3:7])([CH3:4])[CH3:2])=[O:31])[CH2:4]2)(=[O:28])=[O:27])=[CH:22][CH:21]=1 |f:3.4|. Reported procedure: To a stirred solution of N-((1R,3S)-3-(hydroxymethyl)cyclopentyl)-3,3-dimethylbutanamide (Intermediate 16-step 2, 4.5 g, 21.12. mmol) in DCM (50 ml) triethyl amine (about 9.5 ml, 68.1 mmol) was added at room temperature and cooled to about 0° C. After ten minutes, 4-methylbenzene-1-sulfonyl chloride (about 6.0 g) was added and stirred the reaction at room temperature for about 6 hours and completion of the reaction was monitored by TLC. Reaction mixture was neutralized with saturated NaHCO3 and ... The reactants are C(C1=CC=CC=C1)[Mg]Cl (benzyl magnesium chloride), C(C1=CC=CC=C1)N1CCC(CC1)=O (1-benzyl-4-piperidinone). Run in C1CCOC1 (THF), C1CCOC1 (THF). Conditions: time 8 hour. Product: C(C1=CC=CC=C1)N1CCC(CC1)(O)CC1=CC=CC=C1 (N-benzyl-4-benzyl-4-piperidinol). RXN SMILES: [CH2:1]([Mg]Cl)[C:2]1[CH:7]=[CH:6][CH:5]=[CH:4][CH:3]=1.[CH2:10]([N:17]1[CH2:22][CH2:21][C:20](=[O:23])[CH2:19][CH2:18]1)[C:11]1[CH:16]=[CH:15][CH:14]=[CH:13][CH:12]=1>C1COCC1>[CH2:10]([N:17]1[CH2:22][CH2:21][C:20]([CH2:1][C:2]2[CH:7]=[CH:6][CH:5]=[CH:4][CH:3]=2)([OH:23])[CH2:19][CH2:18]1)[C:11]1[CH:12]=[CH:13][CH:14]=[CH:15][CH:16]=1. Procedure: To a solution of benzyl magnesium chloride (40 ml of 2.0 M soln. in THF, 80 mmol)in THF (80 ml) was added 1-benzyl-4-piperidinone (7.4 ml, 40 mmol) over 7 min. and stirred overnight. The o reaction mixture was poured over ice and extracted with ether (2×). The combined ether extracts were washed with brine, dried (Na2SO4), and concentrated in vacuo to a pale green syrup. This material was chromatographed on silica with 50-60% EtOAc/hexane as eluent. The appropriate fractions were combined and co... Starting materials: C=CC(COS(=O)(=O)c1ccc(C)cc1)Oc1c(C=CC)ccc(F)c1-c1ccccc1Cl, c1ccc(C([PH](C2CCCCC2)(C2CCCCC2)C2CCCCC2)[PH](C2CCCCC2)(C2CCCCC2)C2CCCCC2)cc1, ClCCCl, Cl[Ru]Cl. Product: Cc1ccc(S(=O)(=O)OCC2C=Cc3ccc(F)c(-c4ccccc4Cl)c3O2)cc1. Reaction SMILES: [CH3:1][c:2]1[cH:3][cH:4][c:5]([S:8](=[O:9])(=[O:10])[O:11][CH2:12][CH:13]([CH:14]=[CH2:15])[O:16][c:17]2[c:18](-[c:27]3[c:28]([Cl:33])[cH:29][cH:30][cH:31][cH:32]3)[c:19]([F:26])[cH:20][cH:21][c:22]2[CH:23]=[CH:24][CH3:25])[cH:6][cH:7]1.[CH:41]([PH:42]([CH:43]1[CH2:44][CH2:45][CH2:46][CH2:47][CH2:48]1)([CH:49]1[CH2:50][CH2:51][CH2:52][CH2:53][CH2:54]1)[CH:55]1[CH2:56][CH2:57][CH2:58][CH2:59][CH2:60]1)([PH:61]([CH:62]1[CH2:63][CH2:64][CH2:65][CH2:66][CH2:67]1)([CH:68]1[CH2:69][CH2:70][CH2:71][CH2:72][CH2:73]1)[CH:74]1[CH2:75][CH2:76][CH2:77][CH2:78][CH2:79]1)[c:80]1[cH:81][cH:82][cH:83][cH:84][cH:85]1.[Cl:34][CH2:35][CH2:36][Cl:37].[Cl:38][Ru:39][Cl:40]>>[CH3:1][c:2]1[cH:3][cH:4][c:5]([S:8](=[O:9])(=[O:10])[O:11][CH2:12][CH:13]2[CH:14]=[CH:15][c:22]3[c:17]([c:18](-[c:27]4[c:28]([Cl:33])[cH:29][cH:30][cH:31][cH:32]4)[c:19]([F:26])[cH:20][cH:21]3)[O:16]2)[cH:6][cH:7]1.